This data is from the Open Reaction Database (ORD), a public repository of structured organic reaction records. The task is: describe an organic reaction: reactants, conditions, products, and yield Reactants: N1=CC=CC=C1 (pyridine), C(C)(=O)OC(C)=O (Acetic anhydride), S1C=CC=2C1=NC(=C(C2)C(=O)O)C(=O)O (thieno[2,3-b]pyridine-5,6-dicarboxylic acid), N#N (N2). Run in C(OC)COC (dimethoxyethane). Yields the product S1C=CC=2C1=NC1=C(C2)C(=O)OC1=O (thieno[2,3-b]pyridine-5,6-dicarboxylic acid anhydride). Yield: 75.1%. As a reaction SMILES: C(OC(=O)C)(=O)C.[S:8]1[C:12]2=[N:13][C:14]([C:20]([OH:22])=[O:21])=[C:15]([C:17]([OH:19])=O)[CH:16]=[C:11]2[CH:10]=[CH:9]1.N#N.N1C=CC=CC=1>C(COC)OC>[S:8]1[C:12]2=[N:13][C:14]3[C:20](=[O:21])[O:22][C:17](=[O:19])[C:15]=3[CH:16]=[C:11]2[CH:10]=[CH:9]1. Procedure: Acetic anhydride (37.4 g, 0.366 mol) is added to a stirred suspension of thieno[2,3-b]pyridine-5,6-dicarboxylic acid (21.52 g, 0.096 mol) in dimethoxyethane (175 mL) in an inert N2 atmosphere. Upon addition of pyridine (16.78 g, 0.21 mol) at room temperature an exotherm to 45° C. is observed and a homogeneous solution results. The reaction mixture is then stirred at room temperature and the resulting solid filtered off, washed with ether and air dried to give 14.8 g (75%) of thieno[2,3-b]pyridin... The reactants are [F-].C(CCC)[N+](CCCC)(CCCC)CCCC (tetrabutylammonium fluoride), C(C)(C)C1=CC=C(C=C1)S(=O)(=O)NC(C(OC1=C(C=C(C=C1)CO[Si](C)(C)C(C)(C)C)CCC)C1=CC2=C(C=C1)OCO2)=O (N-(4-iso-propylbenzenesulfonyl)-α-(4-tert-butyldimethylsilyloxymethyl-2-n-propylphenoxy)-3,4-methylenedioxyphenylacetamide), solution, [F-].C(CCC)[N+](CCCC)(CCCC)CCCC (tetrabutylammonium fluoride). Run in C1CCOC1 (THF), C1CCOC1 (THF), C1CCOC1 (THF). Yields the product C(C)(C)C1=CC=C(C=C1)S(=O)(=O)NC(C(OC1=C(C=C(C=C1)CO)CCC)C1=CC2=C(C=C1)OCO2)=O (N-(4-iso-propylbenzenesulfonyl)-α-(4-hydroxymethyl-2-n-propylphenoxy)-3,4-methylenedioxyphenylacetamide). Isolated yield 26.2%. RXN SMILES: [CH:1]([C:4]1[CH:9]=[CH:8][C:7]([S:10]([NH:13][C:14](=[O:44])[CH:15]([C:35]2[CH:40]=[CH:39][C:38]3[O:41][CH2:42][O:43][C:37]=3[CH:36]=2)[O:16][C:17]2[CH:22]=[CH:21][C:20]([CH2:23][O:24][Si](C(C)(C)C)(C)C)=[CH:19][C:18]=2[CH2:32][CH2:33][CH3:34])(=[O:12])=[O:11])=[CH:6][CH:5]=1)([CH3:3])[CH3:2].[F-].C([N+](CCCC)(CCCC)CCCC)CCC>C1COCC1>[CH:1]([C:4]1[CH:5]=[CH:6][C:7]([S:10]([NH:13][C:14](=[O:44])[CH:15]([C:35]2[CH:40]=[CH:39][C:38]3[O:41][CH2:42][O:43][C:37]=3[CH:36]=2)[O:16][C:17]2[CH:22]=[CH:21][C:20]([CH2:23][OH:24])=[CH:19][C:18]=2[CH2:32][CH2:33][CH3:34])(=[O:11])=[O:12])=[CH:8][CH:9]=1)([CH3:2])[CH3:3] |f:1.2|. Procedure details: To a solution of 3.20 g (5.01 mmol) of the product of Step D dissolved in 5.0 mL of anhydrous THF was added 5.06 mL (5.06 mmol) of a 1.0 M solution of tetrabutylammonium fluoride in THF and the reaction mixture was stirred at room temperature under a nitrogen atmosphere. After 2.5 hours 1.0 mL additional tetrabutylammonium fluoride in THF was added and the reaction mixture was stirred for an additional 14 hours. The reaction mixture was then concentrated in vacuo and applied to a silica gel flas... The reactants are O=C1N(C2=CC=C(C=C2C12OCCO2)S(=O)(=O)N2[C@@H](CCC2)COOC)CC2(CCCCCC2)CN (1-{[2′-oxo-5′-{[(2S)-2-(methoxyoxymethyl)pyrrolidin-1-yl]sulfonyl}spiro[1,3-dioxolane-2,3′-indol]-1′(2′H)-yl]methyl}-1-(aminomethyl)-cycloheptane), N.CCO (ammonia EtOH). The product is COC[C@H]1N(CCC1)S(=O)(=O)C1=CC2=C(C=C1)N1C(=NCC3(C1)CCCCCC3)C23OCCO3 (8′-{[(2S)-2-(methoxymethyl)pyrrolidin-1-yl]sulfonyl}-2′H-dispiro[cycloheptane-1,3′-pyrimido[1,2-a]indole-10′,2″-[1,3]dioxolane]). Yield: 58.0%. Reaction SMILES: O=[C:2]1[C:10]2([O:14][CH2:13][CH2:12][O:11]2)[C:9]2[C:4](=[CH:5][CH:6]=[C:7]([S:15]([N:18]3[CH2:22][CH2:21][CH2:20][C@H:19]3[CH2:23][O:24]OC)(=[O:17])=[O:16])[CH:8]=2)[N:3]1[CH2:27][C:28]1([CH2:35][NH2:36])[CH2:34][CH2:33][CH2:32][CH2:31][CH2:30][CH2:29]1.N.[CH3:38]CO>>[CH3:38][O:24][CH2:23][C@@H:19]1[CH2:20][CH2:21][CH2:22][N:18]1[S:15]([C:7]1[CH:6]=[CH:5][C:4]2[N:3]3[CH2:27][C:28]4([CH2:29][CH2:30][CH2:31][CH2:32][CH2:33][CH2:34]4)[CH2:35][N:36]=[C:2]3[C:10]3([O:14][CH2:13][CH2:12][O:11]3)[C:9]=2[CH:8]=1)(=[O:16])=[O:17] |f:1.2|. Procedure: A solution of 1-{[2′-oxo-5′-{[(2S)-2-(methoxyoxymethyl)pyrrolidin-1-yl]sulfonyl}spiro[1,3-dioxolane-2,3′-indol]-1′(2′H)-yl]methyl}-1-(aminomethyl)-cycloheptane (0.25 g, 0.49 mmol, 1 eq) in 2N ammonia/EtOH (5 mL) was heated in a sealed tube at 130° C. for 4 hours. After cooling, the mixture was concentrated and the residue was purified by chromatography on Biotage KP silica gel eluting with hexane/acetone (3:1) to give the title compound as an off-white solid (0.14 g, 58% yield). NMR (500 MHz, DM...